From a dataset of the Open Reaction Database (ORD), a public repository of structured organic reaction records. describe an organic reaction: reactants, conditions, products, and yield Starting materials: C(C)(C)(C)C([C@](C)(N1C(N(CC=2C1=NC(=NC2)NC2=CC=CC=C2)C2=CC=C(C=C2)OC)=O)O[SiH3])(C2=CC=CC=C2)C2=CC=CC=C2 ((R)-1-(2-tert-Butyl-diphenyl-silanyloxy-1-methyl-ethyl)-3-(4-methoxy-phenyl)-7-phenylamino-3,4-dihydro-1H-pyrimido[4,5-d]pyrimidin-2-one), O1CCCC1 (tetrahydrofuran), [F-].C(CCC)[N+](CCCC)(CCCC)CCCC (tetrabutylammonium fluoride). Conditions: time 2 hour. Product: OC[C@@H](C)N1C(N(CC=2C1=NC(=NC2)NC2=CC=CC=C2)C2=CC=C(C=C2)OC)=O ((R)-(−)-1-(2-hydroxy-1-methyl-ethyl)-3-(4-methoxy-phenyl)-7-phenylamino-3,4-dihydro-1H-pyrimido[4,5-d]pyrimidin-2-one). Reaction SMILES: C([C:5](C1C=CC=CC=1)(C1C=CC=CC=1)[C@@:6](O[SiH3])([N:8]1[C:13]2=[N:14][C:15]([NH:18][C:19]3[CH:24]=[CH:23][CH:22]=[CH:21][CH:20]=3)=[N:16][CH:17]=[C:12]2[CH2:11][N:10]([C:25]2[CH:30]=[CH:29][C:28]([O:31][CH3:32])=[CH:27][CH:26]=2)[C:9]1=[O:33])[CH3:7])(C)(C)C.[F-].C([N+](CCCC)(CCCC)CCCC)CCC.[O:66]1CCCC1>>[OH:66][CH2:5][C@H:6]([N:8]1[C:13]2=[N:14][C:15]([NH:18][C:19]3[CH:20]=[CH:21][CH:22]=[CH:23][CH:24]=3)=[N:16][CH:17]=[C:12]2[CH2:11][N:10]([C:25]2[CH:26]=[CH:27][C:28]([O:31][CH3:32])=[CH:29][CH:30]=2)[C:9]1=[O:33])[CH3:7] |f:1.2|. Reported procedure: (R)-1-(2-tert-Butyl-diphenyl-silanyloxy-1-methyl-ethyl)-3-(4-methoxy-phenyl)-7-phenylamino-3,4-dihydro-1H-pyrimido[4,5-d]pyrimidin-2-one (0.55 g, 0.80 mmol) was dissolved in anhydrous tetrahydrofuran (6 mL) and treated with tetrabutylammonium fluoride (1.0 M in tetrahydrofuran, 3.2 mL, 3.20 mmol) (Aldrich) at 40° C. for 3 hours and then at room temperature for 2 hours. The reaction was concentrated. The residue was redissolved in ethyl acetate and washed with water and brine. The organic phase w...